From a dataset of the Open Reaction Database (ORD), a public repository of structured organic reaction records. describe an organic reaction: reactants, conditions, products, and yield The reactants are C1CCOC1, [Li]CCCC, CCOC(=O)c1ccccc1OC, CC#N, [Na+], [OH-]. Product: COc1ccccc1C(=O)CC#N. As a reaction SMILES: [CH2:24]1[O:25][CH2:26][CH2:27][CH2:28]1.[CH2:4]([Li:5])[CH2:6][CH2:7][CH3:8].[CH2:9]([O:11][C:12](=[O:10])[c:13]1[c:14]([O:19][CH3:20])[cH:15][cH:16][cH:17][cH:18]1)[CH3:21].[CH3:1][C:2]#[N:3].[Na+:23].[OH-:22]>>[CH2:1]([C:2]#[N:3])[C:12](=[O:11])[c:13]1[c:14]([O:19][CH3:20])[cH:15][cH:16][cH:17][cH:18]1. The reactants are NC(=S)C(=S)N (dithiooxamide), N1=CC=CC=C1 (pyridine), CO (methanol), Cl (HCl), C(O)CN (Ethanolamine). Run at temperature 35 celsius, time 30 minute. The product is OCCNC(=S)C(=S)NCCO (N,N'-di(2-hydroxyethyl)dithiooxamide). The yield is 38.0%. Reaction SMILES: [NH2:1][C:2]([C:4]([NH2:6])=[S:5])=[S:3].N1[CH:12]=[CH:11]C=CC=1.[CH2:13]([CH2:15]N)[OH:14].Cl.C[OH:19]>>[OH:14][CH2:13][CH2:15][NH:1][C:2]([C:4]([NH:6][CH2:11][CH2:12][OH:19])=[S:5])=[S:3]. Reported procedure: Into a 100 ml round-bottomed flask, equipped with a magnetic stirrer, condenser, and heating bath, were placed 2.4 g (0.02 mol) of dithiooxamide and a solution of pyridine (1.6 g, 0.02 mol) dissolved in methanol (40 ml). The reaction mixture was heated, with stirring, at 35° C. for 30 minutes. Ethanolamine (1.2 g, 0.02 mol) was added, and the solution was stirred for an additional 3 hours at 35° C. The crude reaction mixture was cooled to room temperature, and the acidity was adjusted to a pH of... Reactants: ClCc1ccc2c(c1)OC(c1ccccc1)O2, Cc1ccccc1C, c1cnc(N2CCNCC2)nc1. Product: Cl, c1cnc(N2CCNCC2)nc1. RXN SMILES: [Cl:1][CH2:2][c:3]1[cH:4][cH:5][c:6]2[c:16]([cH:17]1)[O:15][CH:8]([c:9]1[cH:10][cH:11][cH:12][cH:13][cH:14]1)[O:7]2.[c:30]1([CH3:31])[c:32]([CH3:33])[cH:34][cH:35][cH:36][cH:37]1.[n:18]1[c:19]([N:24]2[CH2:25][CH2:26][NH:27][CH2:28][CH2:29]2)[n:20][cH:21][cH:22][cH:23]1>>[ClH:1].[n:18]1[c:19]([N:24]2[CH2:25][CH2:26][NH:27][CH2:28][CH2:29]2)[n:20][cH:21][cH:22][cH:23]1. The reactants are ClC1=CC=C(C=C1)C1=NC=2N(C(=C1)CC)N=CC2C(=O)O (5-(4-chloro-phenyl)-7-ethyl-pyrazolo[1,5-a]pyrimidine-3-carboxylic acid), NC=1C=C(C=CC1)S(=O)(=O)N (3-amino-benzenesulfonamide). Product: S(N)(=O)(=O)C=1C=C(C=CC1)NC(=O)C=1C=NN2C1N=C(C=C2CC)C2=CC=C(C=C2)Cl (5-(4-Chloro-phenyl)-7-ethyl-pyrazolo[1,5-a]pyrimidine-3-carboxylic acid(3-sulfamoyl-phenyl)-amide). Reaction SMILES: [Cl:1][C:2]1[CH:7]=[CH:6][C:5]([C:8]2[CH:13]=[C:12]([CH2:14][CH3:15])[N:11]3[N:16]=[CH:17][C:18]([C:19](O)=[O:20])=[C:10]3[N:9]=2)=[CH:4][CH:3]=1.[NH2:22][C:23]1[CH:24]=[C:25]([S:29]([NH2:32])(=[O:31])=[O:30])[CH:26]=[CH:27][CH:28]=1>>[S:29]([C:25]1[CH:24]=[C:23]([NH:22][C:19]([C:18]2[CH:17]=[N:16][N:11]3[C:12]([CH2:14][CH3:15])=[CH:13][C:8]([C:5]4[CH:6]=[CH:7][C:2]([Cl:1])=[CH:3][CH:4]=4)=[N:9][C:10]=23)=[O:20])[CH:28]=[CH:27][CH:26]=1)(=[O:30])(=[O:31])[NH2:32]. Reported procedure: The title compound was prepared from 5-(4-chloro-phenyl)-7-ethyl-pyrazolo[1,5-a]pyrimidine-3-carboxylic acid (example C.26) and 3-amino-benzenesulfonamide according to general procedure II. Pale-yellow solid. MS (ISN) 454.3 [(M−H)−]; mp 252-253° C. The reactants are C[Si](C1SCCCS1)(C)C (2-Trimethylsilyl-1,3-dithiane), C(#N)C1(CCC(CC1)=O)C1=CC=C(C2=C1N=C(O2)C(C)C)OC (4-Cyano-4-(2-isopropyl-7-methoxybenzoxazol-4-yl)cyclohexanone), C(#N)C1(CCC(CC1)=O)C1=CC=C(C2=C1N=C(O2)C(C)C)OC (4-Cyano-4-(2-isopropyl-7-methoxybenzoxazol-4-yl)cyclohexanone), C(CCC)[Li] (n-butyllithium), solution. Solvent: C(C)(=O)OCC (ethyl acetate), C1CCOC1 (THF), CCCCCC (n-hexane). Run at temperature -70 celsius. The product is C(C)(C)C=1OC2=C(N1)C(=CC=C2OC)C2(CCC(CC2)=C2SCCCS2)C#N (1-(2-Isopropyl-7-methoxybenzoxazol-4-yl)-4-[1,3]dithian-2-ylidenecyclohexanecarbonitrile). RXN SMILES: C[Si](C)(C)[CH:3]1[S:8][CH2:7][CH2:6][CH2:5][S:4]1.C([Li])CCC.[C:16]([C:18]1([C:25]2[C:30]3[N:31]=[C:32]([CH:34]([CH3:36])[CH3:35])[O:33][C:29]=3[C:28]([O:37][CH3:38])=[CH:27][CH:26]=2)[CH2:23][CH2:22][C:21](=O)[CH2:20][CH2:19]1)#[N:17]>C1COCC1.CCCCCC.C(OCC)(=O)C>[CH:34]([C:32]1[O:33][C:29]2[C:28]([O:37][CH3:38])=[CH:27][CH:26]=[C:25]([C:18]3([C:16]#[N:17])[CH2:23][CH2:22][C:21](=[C:3]4[S:8][CH2:7][CH2:6][CH2:5][S:4]4)[CH2:20][CH2:19]3)[C:30]=2[N:31]=1)([CH3:36])[CH3:35]. Reported procedure: 2-Trimethylsilyl-1,3-dithiane (2.1 ml, 11.01 mmol) is dissolved in absolute THF (56 ml) and cooled to −70° C. with stirring. A solution of n-butyllithium in n-hexane (6.9 ml, 11.1 mmol of a 1.6 molar solution) is then slowly added dropwise under a nitrogen atmosphere by means of a glass syringe and the mixture is stirred at −45° C. for a further 30 min. After cooling to −70° C. again, a solution of 4-cyano-4-(2-isopropyl-7-methoxybenzoxazol-4-yl)cyclohexanone (1.5 g, 4.80 mmol, compound 3) in ab... The reactants are N=C(N)c1cccnc1, CC(=O)Nc1nc(C)c(-c2ccnc(N3CCOCC3)n2)s1, Cl. Yields the product CC(=O)Nc1nc(C)c(-c2ccnc(-c3cccnc3)n2)s1. Reaction SMILES: [C:24]([c:25]1[cH:26][n:27][cH:28][cH:29][cH:30]1)([NH2:31])=[NH:32].[CH3:1][c:2]1[n:3][c:4]([NH:19][C:20]([CH3:21])=[O:22])[s:5][c:6]1-[c:7]1[n:8][c:9]([N:13]2[CH2:14][CH2:15][O:16][CH2:17][CH2:18]2)[n:10][cH:11][cH:12]1.[ClH:23]>>[CH3:1][c:2]1[n:3][c:4]([NH:19][C:20]([CH3:21])=[O:22])[s:5][c:6]1-[c:7]1[n:8][c:9](-[c:25]2[cH:26][n:27][cH:28][cH:29][cH:30]2)[n:10][cH:11][cH:12]1. Starting materials: CCCCCC (hexane), C(C1=CC=CC=C1)C1=CC=C(N(C2=CC=CC=C2)C2=CC=CC=C2)C=C1 (4-benzyl-N,N-diphenylaniline), Cl[Si](C)(C)C (chlorotrimethylsilane), C(CCC)[Li] (n-Butyllithium). Run in O1CCCC1 (tetrahydrofuran). Run at time 1 hour. The product is C1(=CC=CC=C1)N(C1=CC=C(C=C1)C([Si](C)(C)C)C1=CC=CC=C1)C1=CC=CC=C1 (N,N-diphenyl-4-(phenyl(trimethylsilyl)methyl)aniline). Yield: 84.0%. As a reaction SMILES: [CH2:1]([C:8]1[CH:26]=[CH:25][C:11]([N:12]([C:19]2[CH:24]=[CH:23][CH:22]=[CH:21][CH:20]=2)[C:13]2[CH:18]=[CH:17][CH:16]=[CH:15][CH:14]=2)=[CH:10][CH:9]=1)[C:2]1[CH:7]=[CH:6][CH:5]=[CH:4][CH:3]=1.C([Li])CCC.Cl[Si:33]([CH3:36])([CH3:35])[CH3:34].CCCCCC>O1CCCC1>[C:13]1([N:12]([C:19]2[CH:20]=[CH:21][CH:22]=[CH:23][CH:24]=2)[C:11]2[CH:10]=[CH:9][C:8]([CH:1]([C:2]3[CH:3]=[CH:4][CH:5]=[CH:6][CH:7]=3)[Si:33]([CH3:36])([CH3:35])[CH3:34])=[CH:26][CH:25]=2)[CH:18]=[CH:17][CH:16]=[CH:15][CH:14]=1. Procedure: 4-benzyl-N,N-diphenylaniline (5.0 g, 14.9 mmol) was dissolved in tetrahydrofuran (80 mL) under a nitrogen atmosphere. n-Butyllithium (10.3 mL, 16.4 mmol) was slowly added to the reaction solution at −78° C., and then the reaction mixture solution was stirred at room temperature for 1 hour. Also, the reaction mixture solution with chlorotrimethylsilane (1.8 g, 16.4 mmol) added thereto was stirred at room temperature for 1 hour. The reaction mixture solution was passed through a silica gel column ... Reactants: Cn1ccnc1COc1ncc(C(=O)O)cc1-c1ccc(Cl)cc1, NC1CCCCC1O. The product is Cn1ccnc1COc1ncc(C(=O)NC2CCCCC2O)cc1-c1ccc(Cl)cc1. RXN SMILES: [Cl:1][c:2]1[cH:3][cH:4][c:5](-[c:8]2[c:9]([O:17][CH2:18][c:19]3[n:20]([CH3:24])[cH:21][cH:22][n:23]3)[n:10][cH:11][c:12]([C:13](=[O:14])[OH:15])[cH:16]2)[cH:6][cH:7]1.[NH2:25][CH:26]1[CH:27]([OH:32])[CH2:28][CH2:29][CH2:30][CH2:31]1>>[Cl:1][c:2]1[cH:3][cH:4][c:5](-[c:8]2[c:9]([O:17][CH2:18][c:19]3[n:20]([CH3:24])[cH:21][cH:22][n:23]3)[n:10][cH:11][c:12]([C:13](=[O:14])[NH:25][CH:26]3[CH:27]([OH:32])[CH2:28][CH2:29][CH2:30][CH2:31]3)[cH:16]2)[cH:6][cH:7]1. Starting materials: COC(C1=CC(=CC(=C1)C1=CC2=NC=CC(=C2O1)C1=CC=CC=C1)C)=O (3-Methyl-5-(7-phenyl-furo[3,2-b]pyridin-2-yl)-benzoic acid methyl ester), [Li+].[OH-] (LiOH). The solvent is C1CCOC1 (THF), O (H2O), Cl (HCl). Run at time 26 hour. The product is CC=1C=C(C(=O)O)C=C(C1)C1=CC2=NC=CC(=C2O1)C1=CC=CC=C1 (3-Methyl-5-(7-phenyl-furo[3,2-b]pyridin-2-yl)-benzoic acid). As a reaction SMILES: C[O:2][C:3](=[O:26])[C:4]1[CH:9]=[C:8]([C:10]2[O:18][C:17]3[C:12](=[N:13][CH:14]=[CH:15][C:16]=3[C:19]3[CH:24]=[CH:23][CH:22]=[CH:21][CH:20]=3)[CH:11]=2)[CH:7]=[C:6]([CH3:25])[CH:5]=1.[Li+].[OH-]>C1COCC1.O.Cl>[CH3:25][C:6]1[CH:5]=[C:4]([CH:9]=[C:8]([C:10]2[O:18][C:17]3[C:12](=[N:13][CH:14]=[CH:15][C:16]=3[C:19]3[CH:24]=[CH:23][CH:22]=[CH:21][CH:20]=3)[CH:11]=2)[CH:7]=1)[C:3]([OH:26])=[O:2] |f:1.2|. Procedure details: 3-Methyl-5-(7-phenyl-furo[3,2-b]pyridin-2-yl)-benzoic acid methyl ester (61.321 μmol) is dissolved in THF (300.00 μl) and LiOH 1M (122,600 μmol) is added. The reaction solution is stirred 26 h at RT and diluted with H2O (10 ml) and 1M HCl (122.6 μl) is added. The precipitate is filtered and washed with water and dried in vacuo. The product is obtained as colorless solid in quantitative yield; LCMS (ESI+) (method E): Rt 2.25 min, M+H+ 330.1 m/z. Reactants: ClCCl, C1CCOC1, COc1ccc(OC)cc1, O, O=S(=O)(O)O, O=S(=O)(Cl)Cl, [Zn]. Product: COc1ccc(OC)c(S)c1. Reaction SMILES: [CH2:22]([Cl:23])[Cl:24].[CH2:25]1[O:26][CH2:27][CH2:28][CH2:29]1.[CH3:6][O:7][c:8]1[cH:9][cH:10][c:11]([O:14][CH3:15])[cH:12][cH:13]1.[OH2:21].[S:16](=[O:17])(=[O:18])([OH:19])[OH:20].[S:1]([Cl:2])([Cl:3])(=[O:4])=[O:5].[Zn:30]>>[CH3:6][O:7][c:8]1[c:9]([SH:16])[cH:10][c:11]([O:14][CH3:15])[cH:12][cH:13]1.